Dataset: the Open Reaction Database (ORD), a public repository of structured organic reaction records. Task: describe an organic reaction: reactants, conditions, products, and yield Starting materials: FC1=CC=C(C=C1)S(=O)(=O)N[C@H](C(C)C)C(=O)O (N-[(4-fluorophenyl)sulfonyl]-D-valine), C(C)O (ethanol), S(=O)(Cl)Cl (thionyl chloride). Run at time 28 hour. Yields the product C(C)OC([C@H](NS(=O)(=O)C1=CC=C(C=C1)F)C(C)C)=O (N-[(4-fluorophenyl)sulfonyl]-D-valine ethyl ester). Reaction SMILES: [F:1][C:2]1[CH:7]=[CH:6][C:5]([S:8]([NH:11][C@@H:12]([C:16]([OH:18])=[O:17])[CH:13]([CH3:15])[CH3:14])(=[O:10])=[O:9])=[CH:4][CH:3]=1.S(Cl)(Cl)=O.[CH2:23](O)[CH3:24]>>[CH2:23]([O:17][C:16](=[O:18])[C@@H:12]([CH:13]([CH3:15])[CH3:14])[NH:11][S:8]([C:5]1[CH:4]=[CH:3][C:2]([F:1])=[CH:7][CH:6]=1)(=[O:9])=[O:10])[CH3:24]. Reported procedure: To a solution of 15.0 g (54 mmol) of N-[(4-fluorophenyl)sulfonyl]-D-valine from Example 1a in 55 mL of anhydrous ethanol cooled in an ice bath, was slowly added 5.0 mL (8.1 g, 68 mmol) of thionyl chloride over 5 minutes. The reaction mixture was then stirred at room temperature for 28 hours, the solvents removed under reduced pressure and the residue dissolved in ethyl acetate. This was then washed with saturated sodium bicarbonate, 5% potassium hydrogen sulfate and brine, dried over sodium sulf... Reactants: ClS(=O)(=O)O (chlorosulfonic acid), OC=1C=CC(=C2CCC(C12)=O)C (7-hydroxy-4-methyl-1-indanone), ice. The solvent is C(Cl)(Cl)(Cl)Cl (carbon tetrachloride). Yields the product OC=1C(=CC(=C2CCC(C12)=O)C)S(=O)(=O)Cl (7-hydroxy-6-chlorosulfonyl-4-methyl-1-indanone). As a reaction SMILES: [Cl:1][S:2]([OH:5])(=O)=[O:3].[OH:6][C:7]1[CH:8]=[CH:9][C:10]([CH3:17])=[C:11]2[C:15]=1[C:14](=[O:16])[CH2:13][CH2:12]2>C(Cl)(Cl)(Cl)Cl>[OH:6][C:7]1[C:8]([S:2]([Cl:1])(=[O:5])=[O:3])=[CH:9][C:10]([CH3:17])=[C:11]2[C:15]=1[C:14](=[O:16])[CH2:13][CH2:12]2. Procedure: Into a solution of 90 ml of chlorosulfonic acid in 150 ml of carbon tetrachloride was added 30 g of 7-hydroxy-4-methyl-1-indanone gradually under an ice-cooling condition. The carbon tetrachloride layer was removed by separation, and one liter of ice-water was added into the residual layer then the mixture was stirred vigorously. The solid matter precipitated was collected by filtration, then washed with water to obtain 8.7 g of 7-hydroxy-6-chlorosulfonyl-4-methyl-1-indanone. This product was ad... The yield is 67.0%. Reactants: ClC1=C(C=CC=C1)C=1SCC(N1)C1=C(C=CC=C1)F (2-(2-chlorophenyl)-4-(2-fluorophenyl)-4,5-dihydrothiazole), CN(C1=CC=CC=C1)C (N,N-dimethylaniline), ClC(=O)N=C=O (chlorocarbonyl isocyanate), ClCCl (dichloromethane). Product: ClC1=C(C=CC=C1)C1=C2N(C(NC1=O)=O)C(CS2)C2=C(C=CC=C2)F (8-(2-Chlorophenyl)-3-(2-fluorophenyl)-2,3-dihydrothiazolo[3,2-C]pyrimidine-5,7-(6H)-dione). Procedure details: To 2-(2-chlorophenyl)-4-(2-fluorophenyl)-4,5-dihydrothiazole (0.303 g, 1.00 mmol) and N,N-dimethylaniline (0.135 mL, 1.05 mmol) in dichloromethane (2 mL) at 0° C. was added dropwise chlorocarbonyl isocyanate (0.080 mL, 1.0 mmol). The mixture was allowed to warm to room temperature and stirred for 24 hours. The resulting suspension was cooled to 0° C., filtered, and washed with ice-cold 1:1 dichloromethane/ether (2×1 mL) to give the title compound as a white powder (0.251 g, 67%). MS=375.1 ((M+H)... As a reaction SMILES: Cl[C:2]1[CH:7]=[CH:6][CH:5]=[CH:4][C:3]=1[C:8]1[S:9][CH2:10][CH:11]([C:13]2[CH:18]=[CH:17][CH:16]=[CH:15][C:14]=2[F:19])[N:12]=1.CN(C)C1C=CC=CC=1.Cl[C:30]([N:32]=[C:33]=[O:34])=[O:31].[Cl:35][CH2:36]Cl>>[Cl:35][C:36]1[CH:2]=[CH:7][CH:6]=[CH:5][C:4]=1[C:3]1[C:30](=[O:31])[NH:32][C:33](=[O:34])[N:12]2[CH:11]([C:13]3[CH:18]=[CH:17][CH:16]=[CH:15][C:14]=3[F:19])[CH2:10][S:9][C:8]=12. Run at time 24 hour. The reactants are SC1=CC=C2CCC(OC2=C1)C(=O)OCC (ethyl 7-mercaptochromane-2-carboxylate), CI (Methyliodide), C(=O)([O-])[O-].[K+].[K+] (K2CO3). Solvent: C(C)#N (ACN). Reaction conditions: time 2 hour. Yields the product CSC1=CC=C2CCC(OC2=C1)C(=O)OCC (ETHYL 7-(METHYLTHIO)CHROMANE-2-CARBOXYLATE). The yield is 90.9%. As a reaction SMILES: [SH:1][C:2]1[CH:11]=[C:10]2[C:5]([CH2:6][CH2:7][CH:8]([C:12]([O:14][CH2:15][CH3:16])=[O:13])[O:9]2)=[CH:4][CH:3]=1.CI.[C:19]([O-])([O-])=O.[K+].[K+]>C(#N)C>[CH3:19][S:1][C:2]1[CH:11]=[C:10]2[C:5]([CH2:6][CH2:7][CH:8]([C:12]([O:14][CH2:15][CH3:16])=[O:13])[O:9]2)=[CH:4][CH:3]=1 |f:2.3.4|. Reported procedure: A mixture of ethyl 7-mercaptochromane-2-carboxylate (3.4 g, 14.3 mmol), Methyliodide (3.03 g, 21.4 mmol) and K2CO3 (7.88 g, 57 mmol) in ACN (100 ml) was stirred for 2 h at RT. Filtration and evaporation of solvents gave the title compound (3.28 g). MS m/z (rel. intensity, 70 eV) 252 (M+, bp), 179 (94), 177 (40), 132 (55), 131 (63). Starting materials: CCN=C=NCCCN(C)C (EDCI), C=1C=CC2=C(C1)N=NN2O (HOBt), CN1CCOCC1 (4-methylmorpholine), NC=1C=C(C#N)C=CC1 (3-aminobenzonitrile), COC1=CC=C(C(=O)O)C=C1 (4-methoxybenzoic acid). Solvent: CN(C)C=O (DMF), O (water). Conditions: time 15 minute. The product is C(#N)C=1C=C(C=CC1)NC(C1=CC=C(C=C1)OC)=O (N-(3-Cyano-phenyl)-4-methoxy-benzamide). RXN SMILES: [CH3:1][O:2][C:3]1[CH:11]=[CH:10][C:6]([C:7]([OH:9])=O)=[CH:5][CH:4]=1.CCN=C=NCCCN(C)C.C1C=CC2N(O)N=NC=2C=1.CN1CCOCC1.[NH2:40][C:41]1[CH:42]=[C:43]([CH:46]=[CH:47][CH:48]=1)[C:44]#[N:45]>CN(C=O)C.O>[C:44]([C:43]1[CH:42]=[C:41]([NH:40][C:7](=[O:9])[C:6]2[CH:5]=[CH:4][C:3]([O:2][CH3:1])=[CH:11][CH:10]=2)[CH:48]=[CH:47][CH:46]=1)#[N:45]. Procedure: 5.0 g (33 mmol) 4-methoxybenzoic acid were dissolved in 50 ml DMF. 12.8 g (66 mmol) EDCI, 9.2 g (66 mmol) HOBt and 14.8 ml (132 mmol) 4-methylmorpholine were added and the mixture was stirred for 15 min. Subsequently, 3.9 g (33 mmol) 3-aminobenzonitrile were added and the mixture was stirred for 48 h at room temperature and 6 h at 80° C. The reaction mixture was poured in 500 ml water and the precipitate was filtered, washed and dried. The product is COc1ccccc1CC1CCCC1. Reactants: COc1ccccc1C=C1CCCC1, CCO, [H][H]. As a reaction SMILES: [C:1]1(=[CH:6][c:7]2[c:8]([O:13][CH3:14])[cH:9][cH:10][cH:11][cH:12]2)[CH2:2][CH2:3][CH2:4][CH2:5]1.[CH3:17][CH2:18][OH:19].[H:15][H:16]>>[CH:1]1([CH2:6][c:7]2[c:8]([O:13][CH3:14])[cH:9][cH:10][cH:11][cH:12]2)[CH2:2][CH2:3][CH2:4][CH2:5]1.